Dataset: the Open Reaction Database (ORD), a public repository of structured organic reaction records. Task: describe an organic reaction: reactants, conditions, products, and yield Reactants: [BH4-], CN(C)C=O, CN(C)CCCN1C(=O)Nc2ccc(Cl)cc2C1(c1ccccc1)C(Cl)(Cl)Cl, [Na+], O. Product: CN(C)CCCN1C(=O)Nc2ccc(Cl)cc2C1c1ccccc1. As a reaction SMILES: [BH4-:29].[CH3:32][N:33]([CH3:34])[CH:35]=[O:36].[Cl:1][c:2]1[cH:3][c:4]2[c:9]([cH:10][cH:11]1)[NH:8][C:7](=[O:12])[N:6]([CH2:13][CH2:14][CH2:15][N:16]([CH3:17])[CH3:18])[C:5]2([C:19]([Cl:20])([Cl:21])[Cl:22])[c:23]1[cH:24][cH:25][cH:26][cH:27][cH:28]1.[Na+:30].[OH2:31]>>[Cl:1][c:2]1[cH:3][c:4]2[c:9]([cH:10][cH:11]1)[NH:8][C:7](=[O:12])[N:6]([CH2:13][CH2:14][CH2:15][N:16]([CH3:17])[CH3:18])[CH:5]2[c:23]1[cH:24][cH:25][cH:26][cH:27][cH:28]1.